Dataset: the Open Reaction Database (ORD), a public repository of structured organic reaction records. Task: describe an organic reaction: reactants, conditions, products, and yield The reactants are phenyl ester, CN1C(NC(C1)=O)=NC(O)=O (tetrahydro-1-methyl-4-oxo-1H-imidazol-2-ylidene carbamic acid), NC1=NC=CC=C1 (2-aminopyridine). Conditions: temperature 90 celsius. Product: N1=C(C=CC=C1)NC(=O)N=C1N(CC(N1)=O)C (1-(2-Pyridinyl)-3-(tetrahydro-1-methyl-4-oxo-1H-imidazol-2-ylidene) urea). RXN SMILES: [CH3:1][N:2]1[CH2:6][C:5](=[O:7])[NH:4][C:3]1=[N:8][C:9](=[O:11])O.[NH2:12][C:13]1[CH:18]=[CH:17][CH:16]=[CH:15][N:14]=1>>[N:14]1[CH:15]=[CH:16][CH:17]=[CH:18][C:13]=1[NH:12][C:9]([N:8]=[C:3]1[NH:4][C:5](=[O:7])[CH2:6][N:2]1[CH3:1])=[O:11]. Procedure: A mixture of 2.7 g (11.6 mM) of the phenyl ester of tetrahydro-1-methyl-4-oxo-1H-imidazol-2-ylidene carbamic acid 8 and 10.0 g (106 mM) of 2-aminopyridine was heated at 90° C. for 1 hr. The excess amine was removed by vacuum distillation and the residue triturated with 35 ml. ethanol, filtered and the collected solid recrystallized from ethyl acetate to give 1.1 g of the above urea as a cream colored solid, m.p. 218° C. (dec.). Starting materials: O=O (oxygen), N1CCCCC1 (piperidine), C(CC(=O)O)(=O)O (malonic acid), C=1C=CC(=CC1)P(=O)(C=2C=CC=CC2)N=[N+]=[N-] (DPPA), O1C(=CC=C1)C=CC(=O)N=[N+]=[N-] (3-(furan-2-yl)-acryloyl azide), O1C(=CC=C1)C=CC(=O)N=[N+]=[N-] (3-(furan-2-yl)-acryloyl azide), C1=COC(=C1)C=O (2-furfural), O1C(=CC=C1)C=CC(=O)O (3-furan-2-yl-acrylic acid), O1C(=CC=C1)C=CC(=O)O (3-furan-2-yl-acrylic acid). The solvent is C(C)N(CC)CC (triethylamine). Product: O1C=CC=2C(NC=CC21)=O (5H-furo[3,2-c]pyridin-4-one). Reaction SMILES: O=O.C1C=C(C=O)OC=1.[O:10]1[CH:14]=[CH:13][CH:12]=[C:11]1[CH:15]=[CH:16]C(O)=O.C(O)(=O)CC(O)=O.N1CCCCC1.O1C=CC=C1C=C[C:40]([N:42]=[N+]=[N-])=[O:41].C1C=CC(P(N=[N+]=[N-])(C2C=CC=CC=2)=O)=CC=1>C(N(CC)CC)C>[O:10]1[C:11]2[CH:15]=[CH:16][NH:42][C:40](=[O:41])[C:12]=2[CH:13]=[CH:14]1. Reported procedure: For example, in making a compound of formula I in which Y is oxygen, Scheme A can be followed. Briefly, 2-furfural (1) is converted under heating into 3-furan-2-yl-acrylic acid (2) using malonic acid and a suitable base such as piperidine. 3-(Furan-2-yl)-acrylic acid (2) is converted into 3-(furan-2-yl)-acryloyl azide (3) using DPPA and a suitable base such as triethylamine. The azide (3) was cyclized to afford 5H-furo[3,2-c]pyridin-4-one (4) upon heating and a catalytic amount of iodine. 5H-fur... Reactants: C1CCOC1, COCC(C)Oc1cc(OCc2ccccc2)cc(C(=O)Nc2ccn(C)n2)c1, CO, [H][H]. The product is COCC(C)Oc1cc(O)cc(C(=O)Nc2ccn(C)n2)c1. Reaction SMILES: [CH2:32]1[O:33][CH2:34][CH2:35][CH2:36]1.[CH3:1][O:2][CH2:3][CH:4]([CH3:5])[O:6][c:7]1[cH:8][c:9]([C:10](=[O:11])[NH:12][c:13]2[n:14][n:15]([CH3:18])[cH:16][cH:17]2)[cH:19][c:20]([O:22][CH2:23][c:24]2[cH:25][cH:26][cH:27][cH:28][cH:29]2)[cH:21]1.[CH3:37][OH:38].[H:30][H:31]>>[CH3:1][O:2][CH2:3][CH:4]([CH3:5])[O:6][c:7]1[cH:8][c:9]([C:10](=[O:11])[NH:12][c:13]2[n:14][n:15]([CH3:18])[cH:16][cH:17]2)[cH:19][c:20]([OH:22])[cH:21]1.